This data is from the Open Reaction Database (ORD), a public repository of structured organic reaction records. The task is: describe an organic reaction: reactants, conditions, products, and yield Reactants: O=C([O-])O, CCCC(CCC)N(CCc1ccc(C(F)(F)F)cc1Br)C(=O)OC, CN(C)c1ccncc1, ClCCl, O=S(=O)(OS(=O)(=O)C(F)(F)F)C(F)(F)F, [Na+]. Yields the product CCCC(CCC)N1CCc2c(Br)cc(C(F)(F)F)cc2C1=O. Reaction SMILES: [C:41](=[O:42])([O-:43])[OH:44].[CH3:1][O:2][C:3]([N:4]([CH:5]([CH2:6][CH2:7][CH3:8])[CH2:9][CH2:10][CH3:11])[CH2:12][CH2:13][c:14]1[c:15]([Br:24])[cH:16][c:17]([C:20]([F:21])([F:22])[F:23])[cH:18][cH:19]1)=[O:25].[CH3:49][N:50]([CH3:51])[c:52]1[cH:53][cH:54][n:55][cH:56][cH:57]1.[Cl:46][CH2:47][Cl:48].[F:26][C:27]([S:28]([O:29][S:30]([C:31]([F:32])([F:33])[F:34])(=[O:35])=[O:36])(=[O:37])=[O:38])([F:39])[F:40].[Na+:45]>>[O:2]=[C:3]1[N:4]([CH:5]([CH2:6][CH2:7][CH3:8])[CH2:9][CH2:10][CH3:11])[CH2:12][CH2:13][c:14]2[c:15]([Br:24])[cH:16][c:17]([C:20]([F:21])([F:22])[F:23])[cH:18][c:19]21. Reactants: ClC1=CC2=C(C(=N1)O[C@H](C)[C@@H]1CC(NC1)=O)N(C=N2)C ((R)-4-((R)-1-(6-chloro-3-methyl-3H-imidazo[4,5-c]pyridin-4-yloxy)ethyl)pyrrolidin-2-one), CN1N=CC2=CC(=CC=C12)B(O)O (1-methyl-1H-indazol-5-ylboronic acid). The product is CN1C=NC2=C1C(=NC(=C2)C=2C=C1C=NN(C1=CC2)C)O[C@H](C)[C@@H]2CC(NC2)=O ((R)-4-((R)-1-(3-methyl-6-(1-methyl-1H-indazol-5-yl)-3H-imidazo[4,5-c]pyridin-4-yloxy)ethyl)pyrrolidin-2-one). As a reaction SMILES: Cl[C:2]1[N:7]=[C:6]([O:8][C@@H:9]([C@H:11]2[CH2:15][NH:14][C:13](=[O:16])[CH2:12]2)[CH3:10])[C:5]2[N:17]([CH3:20])[CH:18]=[N:19][C:4]=2[CH:3]=1.[CH3:21][N:22]1[C:30]2[C:25](=[CH:26][C:27](B(O)O)=[CH:28][CH:29]=2)[CH:24]=[N:23]1>>[CH3:20][N:17]1[C:5]2[C:6]([O:8][C@@H:9]([C@H:11]3[CH2:15][NH:14][C:13](=[O:16])[CH2:12]3)[CH3:10])=[N:7][C:2]([C:27]3[CH:26]=[C:25]4[C:30](=[CH:29][CH:28]=3)[N:22]([CH3:21])[N:23]=[CH:24]4)=[CH:3][C:4]=2[N:19]=[CH:18]1. Reported procedure: Following General Procedure B, beginning with crude (R)-4-((R)-1-(6-chloro-3-methyl-3H-imidazo[4,5-c]pyridin-4-yloxy)ethyl)pyrrolidin-2-one 2.06 (35 mg, 0.119 mmol) and 1-methyl-1H-indazol-5-ylboronic acid (23 mg, 0.131 mmol), (R)-4-((R)-1-(3-methyl-6-(1-methyl-1H-indazol-5-yl)-3H-imidazo[4,5-c]pyridin-4-yloxy)ethyl)pyrrolidin-2-one 3B.29 was isolated, following column chromatography. The reactants are P(C1=CC=CC=C1)(C1=CC=CC=C1)C1=CC=CC=C1 ((C6H5)3P), BrBr (bromine), C(C)(C)(C(C)C)C(CC1=CC=C(CCO)C=C1)O[SiH](C)C (p-(2-thexyldimethylsilyloxyethyl)phenethyl alcohol), N1=CC=CC=C1 (pyridine). The solvent is C1(=CC=CC=C1)C (toluene), C(=O)(O)[O-].[Na+] (NaHCO3), C1(=CC=CC=C1)C (toluene). Run at time 4 hour. Product: C(C)(C)(C(C)C)C(CC1=CC=C(CCBr)C=C1)O[SiH](C)C (p-(2-thexyldimethylsilyloxyethyl)phenethyl bromide). Yield: 77.5%. RXN SMILES: P(C1C=CC=CC=1)(C1C=CC=CC=1)C1C=CC=CC=1.[Br:20]Br.[C:22]([CH:28]([O:39][SiH:40]([CH3:42])[CH3:41])[CH2:29][C:30]1[CH:38]=[CH:37][C:33]([CH2:34][CH2:35]O)=[CH:32][CH:31]=1)([CH:25]([CH3:27])[CH3:26])([CH3:24])[CH3:23].N1C=CC=CC=1>C1(C)C=CC=CC=1.C([O-])(O)=O.[Na+]>[C:22]([CH:28]([O:39][SiH:40]([CH3:42])[CH3:41])[CH2:29][C:30]1[CH:38]=[CH:37][C:33]([CH2:34][CH2:35][Br:20])=[CH:32][CH:31]=1)([CH:25]([CH3:27])[CH3:26])([CH3:24])[CH3:23] |f:5.6|. Procedure: To a stirred solution of (C6H5)3P (9.03 g, 34.4 mmol) in 220 ml of toluene at 0° C. was added bromine (1.76 ml, 34.4 mmol) over 10 minutes. To this stirred slurry was then added a solution of p-(2-thexyldimethylsilyloxyethyl)phenethyl alcohol (10.6 g, 34.4 mmol) and pyridine (2.78 ml, 34.4 mmol) in 50 ml of toluene over 10 minutes. This mixture was stirred at room temperature for 4 hours and diluted with 300 ml of saturated NaHCO3 solution. The resulting mixture was extracted with ether (4×300 m... The reactants are C1=CC=CC=C1 (benzene), CNC(C(F)(F)F)=O (N-methyl-trifluoroacetamide), [Si](C)(C)(C(C)(C)C)Cl (t-butyldimethylsilyl chloride), [H-].[Na+] (sodium hydride). The solvent is C(C)#N (acetonitrile). Yields the product CN(C(C(F)(F)F)=O)[Si](C)(C)C(C)(C)C (N-methyl-N-t-butyldimethylsilyltrifluoroacetamide). RXN SMILES: C1C=CC=CC=1.[CH3:7][NH:8][C:9](=[O:14])[C:10]([F:13])([F:12])[F:11].[H-].[Na+].[Si:17](Cl)([C:20]([CH3:23])([CH3:22])[CH3:21])([CH3:19])[CH3:18]>C(#N)C>[CH3:7][N:8]([Si:17]([C:20]([CH3:23])([CH3:22])[CH3:21])([CH3:19])[CH3:18])[C:9](=[O:14])[C:10]([F:13])([F:12])[F:11] |f:2.3|. Procedure details: To 800 ml of dry benzene:acetonitrile (v/v, 1:1) was added 127 g (1.0 mole) of N-methyl-trifluoroacetamide. To this solution, while stirring and maintaining the temperature at 0 degress C., was slowly added 23.5 g (0.98 mole) of sodium hydride. The solution was then stirred for 4 hours at 4 degrees C. At this time, 173.34 g (1.15 mole) of t-butyldimethylsilyl chloride was added in four equal aliquots over a period of 80 minutes. After the last addition the solution was stirred for 2 hours at 4 d...